Task: describe an organic reaction: reactants, conditions, products, and yield. Dataset: the Open Reaction Database (ORD), a public repository of structured organic reaction records The reactants are C(#N)NC(=N)NCC=1N=CNC1C (N-cyano-N'-[(5-methyl-4-imidazolyl) methyl] guanidine), Cl (HCl), C(C)(C)O (isopropanol). Product: Cl.Cl.CC1=C(N=CN1)CNC(=N)NC(=O)N (1-[(5-methyl-4-imidazolyl)methylamidino]urea dihydrochloride). As a reaction SMILES: [C:1]([NH:3][C:4]([NH:6][CH2:7][C:8]1[N:9]=[CH:10][NH:11][C:12]=1[CH3:13])=[NH:5])#[N:2].[ClH:14].C([OH:18])(C)C>>[ClH:14].[ClH:14].[CH3:13][C:12]1[NH:11][CH:10]=[N:9][C:8]=1[CH2:7][NH:6][C:4]([NH:3][C:1]([NH2:2])=[O:18])=[NH:5] |f:3.4.5|. Procedure: 1.80 g. (0.0101 mole) N-cyano-N'-[(5-methyl-4-imidazolyl) methyl] guanidine is taken up in 100 ml. isopropanol. 2.5 ml. conc. HCl is added. The reaction mixture is then heated for 20 minutes to reflux and refluxed for 65 minutes to obtain complete hydrolysis. The mixture is then cooled and filtered. The material is then recrystallized from MeOH/CH3CN to obtain 1-[(5-methyl-4-imidazolyl)methylamidino]urea dihydrochloride with a m.p. of 214°-214.5° C.